From a dataset of the Open Reaction Database (ORD), a public repository of structured organic reaction records. describe an organic reaction: reactants, conditions, products, and yield Starting materials: OC1=CC=C(C=C1)CC(C)=O (4-hydroxyphenylpropan-2-one), ethylene ketal, C(C1=CC=CC=C1)OC=1C(C=C(OC1)CCl)=O (5-benzyloxy-2-chloromethyl-4H-pyran-4-one), C([O-])([O-])=O.[K+].[K+] (potassium carbonate), CC(=O)C (acetone). Product: C1COC2(C=C(OC=C2OCC2=CC=CC=C2)COC2=CC=C(C=C2)CC(=O)C)O1 (2-(4-acetonylphenoxymethyl)-5-benzyloxy-4H-pyran-4-one ethylene ketal). RXN SMILES: [OH:1][C:2]1[CH:7]=[CH:6][C:5]([CH2:8][C:9](=[O:11])[CH3:10])=[CH:4][CH:3]=1.[CH2:12]([O:19][C:20]1[C:21](=[O:28])[CH:22]=[C:23]([CH2:26]Cl)[O:24][CH:25]=1)[C:13]1[CH:18]=[CH:17][CH:16]=[CH:15][CH:14]=1.C(=O)([O-])[O-].[K+].[K+].[CH3:35][C:36](C)=[O:37]>>[CH2:35]1[O:28][C:21]2([C:20]([O:19][CH2:12][C:13]3[CH:18]=[CH:17][CH:16]=[CH:15][CH:14]=3)=[CH:25][O:24][C:23]([CH2:26][O:1][C:2]3[CH:3]=[CH:4][C:5]([CH2:8][C:9]([CH3:10])=[O:11])=[CH:6][CH:7]=3)=[CH:22]2)[O:37][CH2:36]1 |f:2.3.4|. Reported procedure: A mixture of 4-hydroxyphenylpropan-2-one, ethylene ketal (3.88 g), 5-benzyloxy-2-chloromethyl-4H-pyran-4-one (5.0 g) and potassium carbonate 3.5 g) in acetone, was heated under reflux for 18 h. The reaction mixture was cooled, filtered and the solvent removed in vacuo. The residue was dissolved in ethyl acetate, washed with 2N-sodium hydroxide solution (1×50 ml), water (2×50 ml), dried (magnesium sulphate), filtered and evaporated to dryness in vacuo. The residue was purified by column chromatog... Reactants: [Li]CCCC, ClCCl, CCOCC, CI, CCOC(C)=O, CCCCCC, O=C1CCSC(c2cccnc2)N1c1ccc(Cl)cc1, C1CCOC1. Product: CC1CSC(c2cccnc2)N(c2ccc(Cl)cc2)C1=O. As a reaction SMILES: [CH2:26]([Li:27])[CH2:28][CH2:29][CH3:30].[CH2:33]([Cl:34])[Cl:35].[CH2:42]([O:43][CH2:44][CH3:45])[CH3:46].[CH3:31][I:32].[CH3:36][CH2:37][O:38][C:39](=[O:40])[CH3:41].[CH3:47][CH2:48][CH2:49][CH2:50][CH2:51][CH3:52].[Cl:1][c:2]1[cH:3][cH:4][c:5]([N:8]2[CH:9]([c:15]3[cH:16][n:17][cH:18][cH:19][cH:20]3)[S:10][CH2:11][CH2:12][C:13]2=[O:14])[cH:6][cH:7]1.[O:21]1[CH2:22][CH2:25][CH2:24][CH2:23]1>>[Cl:1][c:2]1[cH:3][cH:4][c:5]([N:8]2[CH:9]([c:15]3[cH:16][n:17][cH:18][cH:19][cH:20]3)[S:10][CH2:11][CH:12]([CH3:22])[C:13]2=[O:14])[cH:6][cH:7]1. Starting materials: ClC1=C(C=C(C=C1)N)[N+](=O)[O-] (2-chloro-5-aminonitrobenzene), C(Cl)(Cl)Cl (chloroform), ClC1=C(C=C(C=C1)NS(=O)(=O)CCCCCCCCCCCCCCCC)[N+](=O)[O-] (2-chloro-5-hexadecanesulfonamidonitrobenzene). The solvent is N1=CC=CC=C1 (pyridine). The product is C(CCCCCCCCCCCCCCC)S(=O)(=O)Cl (Hexadecanesulfonylchloride). RXN SMILES: [Cl:1]C1C=CC(N)=CC=1[N+]([O-])=O.C(Cl)(Cl)Cl.ClC1C=CC(N[S:24]([CH2:27][CH2:28][CH2:29][CH2:30][CH2:31][CH2:32][CH2:33][CH2:34][CH2:35][CH2:36][CH2:37][CH2:38][CH2:39][CH2:40][CH2:41][CH3:42])(=[O:26])=[O:25])=CC=1[N+]([O-])=O>N1C=CC=CC=1>[CH2:27]([S:24]([Cl:1])(=[O:26])=[O:25])[CH2:28][CH2:29][CH2:30][CH2:31][CH2:32][CH2:33][CH2:34][CH2:35][CH2:36][CH2:37][CH2:38][CH2:39][CH2:40][CH2:41][CH3:42]. Procedure details: Hexadecanesulfonylchloride, which was prepared by the method as described in J. M. Sprague, et al., J. Amer. Chem. Soc., Vol. 59, page 1837 (1937), was reacted with 2-chloro-5-aminonitrobenzene in a chloroform solution in the presence of pyridine to prepare 2-chloro-5-hexadecanesulfonamidonitrobenzene. Reactants: CCO, Cc1cc(C(=O)N2Cc3ccccc3Cc3ccccc32)ccc1[N+](=O)[O-], NN. Yields the product Cc1cc(C(=O)N2Cc3ccccc3Cc3ccccc32)ccc1N. As a reaction SMILES: [CH3:30][CH2:31][OH:32].[N+:1]([O-:2])(=[O:3])[c:4]1[c:5]([CH3:27])[cH:6][c:7]([C:8](=[O:9])[N:10]2[c:11]3[c:12]([cH:21][cH:22][cH:23][cH:24]3)[CH2:13][c:14]3[c:15]([cH:17][cH:18][cH:19][cH:20]3)[CH2:16]2)[cH:25][cH:26]1.[NH2:28][NH2:29]>>[NH2:1][c:4]1[c:5]([CH3:27])[cH:6][c:7]([C:8](=[O:9])[N:10]2[c:11]3[c:12]([cH:21][cH:22][cH:23][cH:24]3)[CH2:13][c:14]3[c:15]([cH:17][cH:18][cH:19][cH:20]3)[CH2:16]2)[cH:25][cH:26]1. The reactants are NC1=C(C=CC=C1)S(=O)(=O)NC=1C=CC=C2C=CC=NC12 (2-amino-N-quinolin-8-yl-benzenesulfonamide), NC1=C(C=CC=C1)S(=O)(=O)NC=1C=CC=C2C=CC=NC12 (2-amino-N-quinolin-8-yl-benzenesulfonamide), N(=O)OC(C)(C)C (tert-butyl nitrite). Solvent: C(C)(=O)O (acetic acid). Run at temperature 10 celsius, time 5 minute. The product is C1=CC=NC2=C3NS(C4=CC=CC=C4C3=CC=C12)(=O)=O (5H-6-Thia-4,5-diaza-chrysene 6,6-dioxide). Isolated yield 55.3%. RXN SMILES: N[C:2]1[CH:7]=[CH:6][CH:5]=[CH:4][C:3]=1[S:8]([NH:11][C:12]1[CH:13]=[CH:14][CH:15]=[C:16]2[C:21]=1[N:20]=[CH:19][CH:18]=[CH:17]2)(=[O:10])=[O:9].N(OC(C)(C)C)=O>C(O)(=O)C>[CH:17]1[C:16]2[C:21](=[C:12]3[C:13](=[CH:14][CH:15]=2)[C:4]2[C:3](=[CH:2][CH:7]=[CH:6][CH:5]=2)[S:8](=[O:10])(=[O:9])[NH:11]3)[N:20]=[CH:19][CH:18]=1. Procedure details: 2-Amino-N-(quinolin-8-yl)-benzenesulfonamide (Example Compound 8) (100 mg, 0.32 mmol) was dissolved in acetic acid (2 ml) and stirred at 10° C. for 5 min. The solution was cooled to −10° C. before tert-butyl nitrite (36 μl, 0.08 mmol) was added dropwise, the mixture was allowed to warm to room temperature and stirred for 10 minutes. The reaction was quenched with water and extracted with EtOAc. The organic phase was washed with a sat. sodium bicarbonate solution, brine, dried (Na2SO4) and concen... Starting materials: ClC1=C(C=NC=C1)[N+](=O)[O-] (4-chloro-3-nitropyridine), C(=O)(O)[O-].[Na+] (NaHCO3), NCCCCO (4-aminobutanol). Run in C(C)O (ethanol). Reaction conditions: time 4 hour. Product: OCCCCNC1=C(C=NC=C1)[N+](=O)[O-] (4-(4-Hydroxybutylamino)-3-nitropyridine). The yield is 61.0%. Reaction SMILES: Cl[C:2]1[CH:7]=[CH:6][N:5]=[CH:4][C:3]=1[N+:8]([O-:10])=[O:9].C([O-])(O)=O.[Na+].[NH2:16][CH2:17][CH2:18][CH2:19][CH2:20][OH:21]>C(O)C>[OH:21][CH2:20][CH2:19][CH2:18][CH2:17][NH:16][C:2]1[CH:7]=[CH:6][N:5]=[CH:4][C:3]=1[N+:8]([O-:10])=[O:9] |f:1.2|. Reported procedure: To a mixture of 4-chloro-3-nitropyridine (8 g) and NaHCO3 (4.2 g) in ethanol (200 cm3) at room temperature was added over 3 minutes 4-aminobutanol (4.5 g). The mixture was stirred at room temperature for 11/4 hours and the solvent was then removed under vacuum. The residue was suspended in saturated aqueous NaHCO3 solution (50 ml) and extracted with ethyl acetate (3×250 ml). The combined organic extracts were dried over Na2SO4, filtered and evaporated. The residue was then recrystallised from et... Starting materials: ClC=1C(=NC=CC1)N1N=C(C=C1C1=NC=2C=CC3=NC=CC=C3C2C(O1)=O)C(F)(F)F (2-[2-(3-chloro-pyridin-2-yl)-5-trifluoromethyl-2H-pyrazol-3-yl]-3-oxa-1,8-diaza-phenanthren-4-one), C(C)#N.O (acetonitrile H2O), C(C)(C)N (isopropylamine). Solvent: [Cl-].[Na+].O (Brine), mixture. Run at time 6 hour. The product is C(C)(C)NC(=O)C=1C=2C=CC=NC2C=CC1NC(=O)C=1N(N=C(C1)C(F)(F)F)C1=NC=CC=C1Cl (6-{[2-(3-chloro-pyridin-2-yl)-5-trifluoromethyl-2H-pyrazole-3-carbonyl]-amino}-quinoline-5-carboxylic acid isopropylamide). Isolated yield 66.3%. RXN SMILES: [Cl:1][C:2]1[C:3]([N:8]2[C:12]([C:13]3[O:26][C:25](=[O:27])[C:24]4[C:23]5[C:18](=[N:19][CH:20]=[CH:21][CH:22]=5)[CH:17]=[CH:16][C:15]=4[N:14]=3)=[CH:11][C:10]([C:28]([F:31])([F:30])[F:29])=[N:9]2)=[N:4][CH:5]=[CH:6][CH:7]=1.C(#N)C.O.[CH:36]([NH2:39])([CH3:38])[CH3:37]>[Cl-].[Na+].O>[CH:36]([NH:39][C:25]([C:24]1[C:23]2[CH:22]=[CH:21][CH:20]=[N:19][C:18]=2[CH:17]=[CH:16][C:15]=1[NH:14][C:13]([C:12]1[N:8]([C:3]2[C:2]([Cl:1])=[CH:7][CH:6]=[CH:5][N:4]=2)[N:9]=[C:10]([C:28]([F:31])([F:29])[F:30])[CH:11]=1)=[O:26])=[O:27])([CH3:38])[CH3:37] |f:1.2,4.5.6|. Reported procedure: To a suspension of 150 mg (0.30 mmol) of the above 2-[2-(3-chloro-pyridin-2-yl)-5-trifluoromethyl-2H-pyrazol-3-yl]-3-oxa-1,8-diaza-phenanthren-4-one in 6 mL of a mixture acetonitrile: H2O 4:1 (v/v) is added 78 μL (0.91 mmol) of isopropylamine. The reaction mixture is stirred for 6 hours at ambient temperature. Brine is then added to the mixture and the product is extracted with ethyl acetate (3 times). The regrouped organic phases are dried on Na2SO4, filtrated and evaporated. The purification o... Starting materials: BrC1=CC=C2CCC(C2=C1)=O (6-bromo-indan-1-one), O1CCCC1 (tetrahydrofuran). Yields the product BrC1=CC=C2CCC(C2=C1)=C (6-bromo-1-methylene-indan). Yield: 93.4%. Reaction SMILES: [Br:1][C:2]1[CH:10]=[C:9]2[C:5]([CH2:6][CH2:7][C:8]2=O)=[CH:4][CH:3]=1.O1CCC[CH2:13]1>>[Br:1][C:2]1[CH:10]=[C:9]2[C:5]([CH2:6][CH2:7][C:8]2=[CH2:13])=[CH:4][CH:3]=1. Procedure: 6-Bromo-indan-1-one 38b (898 mg, 4.25 mmol) was dissolved in 5 mL of tetrahydrofuran under stirring followed by addition of above mentioned mixture. The reaction mixture was stirred at room temperature for 1 hour prior to quenching by addition of 25 mL of water. The mixture was extracted with dichloromethane (25 mL×4). The combined organic extracts were washed with saturated brine (10 mL×2), dried over anhydrous sodium sulfate, filtered and concentrated under reduced pressure. The resulting resi... The product is CN1C(=O)C2CC2(c2ccc(N)cc2)C1=O. The reactants are CN, CO, Nc1ccc(C2(C(=O)O)CC2C(=O)O)cc1. As a reaction SMILES: [CH3:17][NH2:18].[CH3:19][OH:20].[NH2:1][c:2]1[cH:3][cH:4][c:5]([C:8]2([C:14](=[O:13])[OH:16])[CH:9]([C:11](=[O:12])[OH:15])[CH2:10]2)[cH:6][cH:7]1>>[NH2:1][c:2]1[cH:3][cH:4][c:5]([C:8]23[CH:9]([CH2:10]2)[C:11](=[O:12])[N:18]([CH3:17])[C:14]3=[O:16])[cH:6][cH:7]1. The reactants are CC(C)(C)N=NC(C)(C)Cl, CO, [Na+], O, N#C[S-]. The product is CC(C)(C)N=NC(C)(C)SC#N. RXN SMILES: [C:5]([CH3:6])([CH3:7])([CH3:8])[N:9]=[N:10][C:11]([CH3:12])([CH3:13])[Cl:14].[CH3:16][OH:17].[Na+:1].[OH2:15].[S-:2][C:3]#[N:4]>>[S:2]([C:3]#[N:4])[C:11]([N:10]=[N:9][C:5]([CH3:6])([CH3:7])[CH3:8])([CH3:12])[CH3:13].